This data is from the Open Reaction Database (ORD), a public repository of structured organic reaction records. The task is: describe an organic reaction: reactants, conditions, products, and yield Starting materials: FC1=CC=C(C=2C3=CC=CC=C3NC12)OC (1-fluoro-4-methoxycarbazole), Cl.N1=CC=CC=C1 (pyridine hydrochloride), [OH-].[NH4+] (ammonium hydroxide). Run at time 20 minute. The product is FC1=CC=C(C=2C3=CC=CC=C3NC12)O (1-Fluoro-4-Hydroxycarbazole). Isolated yield 114.5%. Reaction SMILES: [F:1][C:2]1[C:14]2[NH:13][C:12]3[C:7](=[CH:8][CH:9]=[CH:10][CH:11]=3)[C:6]=2[C:5]([O:15]C)=[CH:4][CH:3]=1.Cl.N1C=CC=CC=1.[OH-].[NH4+]>>[F:1][C:2]1[C:14]2[NH:13][C:12]3[C:7](=[CH:8][CH:9]=[CH:10][CH:11]=3)[C:6]=2[C:5]([OH:15])=[CH:4][CH:3]=1 |f:1.2,3.4|. Procedure: A mixture of 1-fluoro-4-methoxycarbazole (438 mg, 2.04 mmol) and pyridine hydrochloride (3 g) was placed into an oil bath that was preheated to 220° C. After 20 minutes, the reaction was poured onto a mixture of ice and concentrated ammonium hydroxide. The product was extracted into ethyl acetate and the extract was dried over magnesium sulfate, filtered, and concentrated in vacuo. The residue was azeotroped with toluene to give 470 mg of the title compound. Starting materials: CCOCC (ether), C(C)C1=C(C(=O)NN)C=CC=C1 (2-ethyl benzo-hydrazide). Run in C(C)#N (acetonitrile). Reaction conditions: time 1 hour. Yields the product C(C)C1=C(C=CC=C1)C1=NNC(=N1)C1=CC(=CC=C1)OC (3-(2-ETHYLPHENYL)-5-(3-METHOXYPHENYL)-1h-1,2,4 TRIAZOLE). Yield: 72.7%. Reaction SMILES: C[CH2:2][O:3][CH2:4][CH3:5].[CH2:6]([C:8]1[CH:17]=[CH:16][CH:15]=[CH:14][C:9]=1[C:10]([NH:12][NH2:13])=O)[CH3:7]>C(#N)C>[CH2:6]([C:8]1[CH:17]=[CH:16][CH:15]=[CH:14][C:9]=1[C:10]1[N:12]=[C:10]([C:9]2[CH:8]=[CH:6][CH:5]=[C:4]([O:3][CH3:2])[CH:14]=2)[NH:13][N:12]=1)[CH3:7]. Procedure: A mixture of immino ether (85 mg, 0.474 mmoles) and 2-ethyl benzo-hydrazide (164 mg, 1 mmole) in acetonitrile (0.5 mL), was warmed under reflux. After 1 hour stirring, solvent was distilled and substituted by 2-ethoxyethanol (0.6 mL). The reaction mixture was refluxed for 3 hours, the solvent evaporated under vacuum and the residue, re-dissolved in CH2Cl2 (2 mL), was chromatographed on a silica gel column (10 g). As elution solvents, mixtures of CH2Cl2 and CH3COOC2H5 in varying proportion (99:1 ... The reactants are [OH-].[Li+] (lithium hydroxide), C(C)OC(C(C)(C)OC1=CC(=C(C=C1)NC(C(C1CCCCC1)C=1N(N=C2C=C(C(=CC12)F)F)C1=CC=C(C=C1)Cl)=O)F)=O ([rac]-2-(4-{2-[2-(4-chloro-phenyl)-5,6-difluoro-2H-indazol-3-yl]-2-cyclohexyl-acetylamino}-3-fluoro-phenoxy)-2-methyl-propionic acid ethyl ester). Solvent: C1CCOC1 (THF), CO (MeOH). Product: ClC1=CC=C(C=C1)N1N=C2C=C(C(=CC2=C1C(C(=O)NC1=C(C=C(OC(C(=O)O)(C)C)C=C1)F)C1CCCCC1)F)F ([rac]-2-(4-{2-[2-(4-Chloro-phenyl)-5,6-difluoro-2H-indazol-3-yl]-2-cyclohexyl-acetylamino}-3-fluoro-phenoxy)-2-methyl-propionic acid). As a reaction SMILES: C([O:3][C:4](=[O:44])[C:5]([O:8][C:9]1[CH:14]=[CH:13][C:12]([NH:15][C:16](=[O:42])[CH:17]([C:24]2[N:25]([C:35]3[CH:40]=[CH:39][C:38]([Cl:41])=[CH:37][CH:36]=3)[N:26]=[C:27]3[C:32]=2[CH:31]=[C:30]([F:33])[C:29]([F:34])=[CH:28]3)[CH:18]2[CH2:23][CH2:22][CH2:21][CH2:20][CH2:19]2)=[C:11]([F:43])[CH:10]=1)([CH3:7])[CH3:6])C.[OH-].[Li+]>C1COCC1.CO>[Cl:41][C:38]1[CH:39]=[CH:40][C:35]([N:25]2[C:24]([CH:17]([CH:18]3[CH2:23][CH2:22][CH2:21][CH2:20][CH2:19]3)[C:16]([NH:15][C:12]3[CH:13]=[CH:14][C:9]([O:8][C:5]([CH3:7])([CH3:6])[C:4]([OH:44])=[O:3])=[CH:10][C:11]=3[F:43])=[O:42])=[C:32]3[C:27]([CH:28]=[C:29]([F:34])[C:30]([F:33])=[CH:31]3)=[N:26]2)=[CH:36][CH:37]=1 |f:1.2|. Reported procedure: In analogy to the procedure described in example 7.2, [rac]-2-(4-{2-[2-(4-chloro-phenyl)-5,6-difluoro-2H-indazol-3-yl]-2-cyclohexyl-acetylamino}-3-fluoro-phenoxy)-2-methyl-propionic acid ethyl ester was treated with 1 N aqueous lithium hydroxide solution in THF and MeOH to give the title compound as red solid. MS: m/e=600.2 [M+H+]. Reactants: FC(C(=O)O)(F)F.COC1=CC=C(C(=O)N[C@@H](CNC(=O)C2CCNCC2)C2=CC=CC=C2)C=C1 ((R)-N-[2-(4-Methoxybenzoylamino)-2-phenylethyl]piperidine-4-carboxamide trifluoroacetate), [NH4+].[OH-] (NH4OH), C(#N)[BH3-].[Na+] (sodium cyanoborohydride), CC(=O)C (acetone), C(C)(=O)O (acetic acid). Run in CO (methanol), C(Cl)Cl (CH2Cl2), CO (methanol), CO (methanol). Reaction conditions: time 4 hour. Yields the product COC1=CC=C(C(=O)N[C@@H](CNC(=O)C2CCN(CC2)C(C)C)C2=CC=CC=C2)C=C1 ((R)-N-[2-(4-Methoxybenzoylamino)-2-phenylethyl]-1-isopropylpiperidine-4-carboxamide). Yield: 70.8%. Reaction SMILES: FC(F)(F)C(O)=O.[CH3:8][O:9][C:10]1[CH:35]=[CH:34][C:13]([C:14]([NH:16][C@H:17]([C:28]2[CH:33]=[CH:32][CH:31]=[CH:30][CH:29]=2)[CH2:18][NH:19][C:20]([CH:22]2[CH2:27][CH2:26][NH:25][CH2:24][CH2:23]2)=[O:21])=[O:15])=[CH:12][CH:11]=1.[CH3:36][C:37]([CH3:39])=O.C(O)(=O)C.C([BH3-])#N.[Na+].[NH4+].[OH-]>CO.C(Cl)Cl>[CH3:8][O:9][C:10]1[CH:11]=[CH:12][C:13]([C:14]([NH:16][C@H:17]([C:28]2[CH:29]=[CH:30][CH:31]=[CH:32][CH:33]=2)[CH2:18][NH:19][C:20]([CH:22]2[CH2:27][CH2:26][N:25]([CH:37]([CH3:39])[CH3:36])[CH2:24][CH2:23]2)=[O:21])=[O:15])=[CH:34][CH:35]=1 |f:0.1,4.5,6.7|. Reported procedure: (Alkylation Method A) (R)-N-[2-(4-Methoxybenzoylamino)-2-phenylethyl]piperidine-4-carboxamide trifluoroacetate (0.50 g, 1.0 mmol), acetone (4.5 mL, 61 mmol), acetic acid (0.28 mL, 4.9 mmol), and sodium cyanoborohydride (0.32 g, 5.1 mmol) were combined in methanol, and stirred. After 4 h, TLC (79% CH2Cl2, 19% methanol, 1% NH4OH) indicated reaction completion. The solution was diluted with methanol (100 mL), and passed through H+ form ion exchange resin (Varian SCX cartridge, Catalog #1225-6035) w... Reactants: C(C)(C)(C)OC(NC1=CC2=C(N=C(N=C2)S(=O)C)N(C1=O)C1CCCC1)=O ((8-cyclopentyl-2-methanesulfinyl-7-oxo-7,8-dihydro-pyrido[2,3-d]pyrimidin-6-yl)-carbamic acid tert-butyl ester), C(C)(C)(C)OC(=O)N1CCN(CC1)C=1C=NC(=CC1)N (4-(6-amino-pyridin-3-yl)-piperazine-1-carboxyic acid tert-butyl ester). Solvent: C1(=CC=CC=C1)C (toluene), C1(=CC=CC=C1)C (toluene). Run at temperature 105 celsius. Product: C(C)(C)(C)OC(=O)N1CCN(CC1)C=1C=NC(=CC1)NC=1N=CC2=C(N1)N(C(C(=C2)NC(=O)OC(C)(C)C)=O)C2CCCC2 (4-[6-(6-tert-butoxycarbonylamino-8-cyclopentyl-7-oxo-7,8-dihydro-pyrido[2,3-d]pyrimidin-2-ylamino)-pyridin-3-yl]-piperazine-1-carboxylic acid tert-butyl ester). Yield: 16.8%. As a reaction SMILES: [C:1]([O:5][C:6](=[O:27])[NH:7][C:8]1[C:20](=[O:21])[N:19]([CH:22]2[CH2:26][CH2:25][CH2:24][CH2:23]2)[C:11]2[N:12]=[C:13](S(C)=O)[N:14]=[CH:15][C:10]=2[CH:9]=1)([CH3:4])([CH3:3])[CH3:2].[C:28]([O:32][C:33]([N:35]1[CH2:40][CH2:39][N:38]([C:41]2[CH:42]=[N:43][C:44]([NH2:47])=[CH:45][CH:46]=2)[CH2:37][CH2:36]1)=[O:34])([CH3:31])([CH3:30])[CH3:29]>C1(C)C=CC=CC=1>[C:28]([O:32][C:33]([N:35]1[CH2:40][CH2:39][N:38]([C:41]2[CH:42]=[N:43][C:44]([NH:47][C:13]3[N:14]=[CH:15][C:10]4[CH:9]=[C:8]([NH:7][C:6]([O:5][C:1]([CH3:4])([CH3:3])[CH3:2])=[O:27])[C:20](=[O:21])[N:19]([CH:22]5[CH2:26][CH2:25][CH2:24][CH2:23]5)[C:11]=4[N:12]=3)=[CH:45][CH:46]=2)[CH2:37][CH2:36]1)=[O:34])([CH3:31])([CH3:29])[CH3:30]. Procedure details: (8-Cyclopentyl-2-methanesulfinyl-7-oxo-7,8-dihydro-pyrido[2,3-d]pyrimidin-6-yl)-carbamic acid tert-butyl ester (1.2 g, 3.06 ml, prepared according to Example 9) and 4-(6-amino-pyridin-3-yl)-piperazine-1-carboxyic acid tert-butyl ester (2.36 g, 8.48 mmol) were combined in toluene (4 ml) and heated to 105° C. for 12 hours. The resulting paste was diluted with toluene, filtered, washed with toluene and partitioned between diethyl ether and 1 N citric acid. The mixture was filtered, and the solid wa... The reactants are O=[O+][O-] (Ozone), CC(CC1(C(N(CC1)CCC1=CC=CC=C1)=O)C(C(=O)OC(C)(C)C)C(=C)C)C (tert-butyl 3-(2-methylpropyl)-2-oxo-1-(2-phenylethyl)-α-(propen-2-yl)-3-pyrrolidineacetate), [BH4-].[Na+] (Sodium borohydride). Run in CCO (EtOH). Conditions: time 8 hour. Product: OCCC(C(=O)OC(C)(C)C)C1(C(N(CC1)CCC1=CC=CC=C1)=O)CC(C)C (tert-Butyl α-(2-Hydroxyethyl)-3-(2-methylpropyl)-2-oxo-1-(2-phenylethyl)-3-pyrrolidineacetate). The yield is 91.0%. As a reaction SMILES: [O:1]=[O+][O-].[CH3:4][CH:5]([CH3:32])[CH2:6][C:7]1([CH:21]([C:29](C)=[CH2:30])[C:22]([O:24][C:25]([CH3:28])([CH3:27])[CH3:26])=[O:23])[CH2:11][CH2:10][N:9]([CH2:12][CH2:13][C:14]2[CH:19]=[CH:18][CH:17]=[CH:16][CH:15]=2)[C:8]1=[O:20].[BH4-].[Na+]>CCO>[OH:1][CH2:30][CH2:29][CH:21]([C:7]1([CH2:6][CH:5]([CH3:4])[CH3:32])[CH2:11][CH2:10][N:9]([CH2:12][CH2:13][C:14]2[CH:15]=[CH:16][CH:17]=[CH:18][CH:19]=2)[C:8]1=[O:20])[C:22]([O:24][C:25]([CH3:28])([CH3:26])[CH3:27])=[O:23] |f:2.3|. Reported procedure: Ozone is bubbled through a solution of tert-butyl 3-(2-methylpropyl)-2-oxo-1-(2-phenylethyl)-α-(propen-2-yl)-3-pyrrolidineacetate (555 mg, 1.39 mmol) and EtOH (12 mL) at -78° C. for 5 minutes. Nitrogen is then bubbled through the solution for 5 minutes. Sodium borohydride (79 mg, 2.1 mmol) is added and the mixture is allowed to warm slowly and to stir at room temperature overnight. The mixture is concentrated to near dryness, and aqueous workup (EtOAc, MgSO4) to give 511 mg (91%) of the title co...